This data is from the Open Reaction Database (ORD), a public repository of structured organic reaction records. The task is: describe an organic reaction: reactants, conditions, products, and yield The reactants are C(C)O[Si](C1=CC(=CC=C1)[Si](OCC)(OCC)OCC)(OCC)OCC (1,3-di(triethoxysilyl)benzene), 13C{1H}, BrC1=CC(=CC(=C1)Br)Br (1,3,5-tribromobenzene), [I-].[Cs+] (CsI). Product: C(C)O[Si](C1=CC(=CC(=C1)[Si](OCC)(OCC)OCC)[Si](OCC)(OCC)OCC)(OCC)OCC (1,3.5-Tri(triethoxysilyl)benzene). Reaction SMILES: [CH2:1]([O:3][Si:4]([O:24][CH2:25][CH3:26])([O:21][CH2:22][CH3:23])[C:5]1[CH:10]=[CH:9][CH:8]=[C:7]([Si:11]([O:18][CH2:19][CH3:20])([O:15][CH2:16][CH3:17])[O:12][CH2:13][CH3:14])[CH:6]=1)[CH3:2].Br[C:28]1[CH:33]=C(Br)C=C(Br)C=1.[I-].[Cs+]>>[CH2:16]([O:15][Si:11]([O:12][CH2:13][CH3:14])([O:18][CH2:19][CH3:20])[C:7]1[CH:8]=[C:9]([Si:4]([O:24][CH2:33][CH3:28])([O:21][CH2:22][CH3:23])[O:3][CH2:1][CH3:2])[CH:10]=[C:5]([Si:4]([O:24][CH2:25][CH3:26])([O:21][CH2:22][CH3:23])[O:3][CH2:1][CH3:2])[CH:6]=1)[CH3:17] |f:2.3|. Procedure: The procedure used for the preparation of 1,3-di(triethoxysilyl)benzene was followed using 1,3,5-tribromobenzene (100.0 g, 0.318 mol) in place of 1,3-dibromobenzene. Two distillations gave a clear, colorless oil (0.1 mmHg, 196-198° C., 23.4 g, 13%). Anal. Calcd for C24H48O9Si3 : C, 51.0: H, 8.56. Found: C, 51.2; H, 8.53. IR (Neat, CsI, cm-1) : 2964 s, 2920 s, 2880 s, 2730 w, 1560 m, 1480 w, 1440 m, 1386 s, 1290 m, 1160 s, 1090 vs, 955 s, 825 s, 775 s, 710 m, 670 m, 487 s. 1H NMR (benzene -d6, 22... Starting materials: CCOC(=O)C (EtOAc), IC=1C=NN2C1N=C(C=C2N(COCC[Si](C)(C)C)COCC[Si](C)(C)C)OC2=CC=C(C=C2)SC (3-iodo-5-(4-(methylthio)phenoxy)-N,N-bis((2-(trimethylsilyl)ethoxy)methyl)pyrazolo[1,5-a]pyrimidin-7-amine), [O-]P(=O)([O-])[O-].[K+].[K+].[K+] (K3PO4), 3-quinoline, O1CCOCC1 (dioxane). The reagents and catalysts are C1=CC=C(C=C1)P([C-]2C=CC=C2)C3=CC=CC=C3.C1=CC=C(C=C1)P([C-]2C=CC=C2)C3=CC=CC=C3.Cl[Pd]Cl.[Fe+2] (Pd(dppf)Cl2). Conditions: temperature 90 celsius. Yields the product CSC1=CC=C(OC2=NC=3N(C(=C2)N(COCC[Si](C)(C)C)COCC[Si](C)(C)C)N=CC3C=3C=NC2=CC=CC=C2C3)C=C1 (5-(4-(methylthio)phenoxy)-3-(quinolin-3-yl)-N,N-bis((2-(trimethylsilyl)ethoxy)methyl)pyrazolo[1,5-a]pyrimidin-7-amine). Reaction SMILES: I[C:2]1[CH:3]=[N:4][N:5]2[C:10]([N:11]([CH2:20][O:21][CH2:22][CH2:23][Si:24]([CH3:27])([CH3:26])[CH3:25])[CH2:12][O:13][CH2:14][CH2:15][Si:16]([CH3:19])([CH3:18])[CH3:17])=[CH:9][C:8]([O:28][C:29]3[CH:34]=[CH:33][C:32]([S:35][CH3:36])=[CH:31][CH:30]=3)=[N:7][C:6]=12.[O-]P([O-])([O-])=O.[K+].[K+].[K+].O1[CH2:50][CH2:49]OCC1.CCO[C:54]([CH3:56])=O>C1C=CC(P(C2C=CC=CC=2)[C-]2C=CC=C2)=CC=1.C1C=CC(P(C2C=CC=CC=2)[C-]2C=CC=C2)=CC=1.Cl[Pd]Cl.[Fe+2]>[CH3:36][S:35][C:32]1[CH:33]=[CH:34][C:29]([O:28][C:8]2[CH:9]=[C:10]([N:11]([CH2:20][O:21][CH2:22][CH2:23][Si:24]([CH3:27])([CH3:26])[CH3:25])[CH2:12][O:13][CH2:14][CH2:15][Si:16]([CH3:19])([CH3:18])[CH3:17])[N:5]3[N:4]=[CH:3][C:2]([C:9]4[CH:10]=[N:5][C:6]5[C:49]([CH:50]=4)=[CH:56][CH:54]=[CH:3][CH:2]=5)=[C:6]3[N:7]=2)=[CH:30][CH:31]=1 |f:1.2.3.4,7.8.9.10|. Procedure: 3-iodo-5-(4-(methylthio)phenoxy)-N,N-bis((2-(trimethylsilyl)ethoxy)methyl)pyrazolo[1,5-a]pyrimidin-7-amine (180 mg, 0.26 mmol) under Argon, was mixed with Pd(dppf)Cl2 (21 mg, 0.26 mmol, K3PO4 (106 mg, 0.5 mmol), 3-quinoline bornic acid (55 mg, 0.31 mmol) and dioxane (10 mL with 1 ml water). The resulting mixture was heated at 90° C. and stirred over night. After cooled to room temperature, the mixture was diluted with EtOAc (60 mL) and filtered through celite. After concentration, the crude was ... Starting materials: CCCCP(CCCC)CCCC, CCOC(=O)CCc1c(F)cc(O)cc1F, O=C(N=NC(=O)N1CCCCC1)N1CCCCC1, C1CCOC1, OCc1ccc(CN(CCc2ccccc2)c2nc(-c3ccccc3)cs2)cc1. The product is CCOC(=O)CCc1c(F)cc(OCc2ccc(CN(CCc3ccccc3)c3nc(-c4ccccc4)cs3)cc2)cc1F. RXN SMILES: [CH2:46]([P:47]([CH2:48][CH2:49][CH2:50][CH3:51])[CH2:52][CH2:53][CH2:54][CH3:55])[CH2:56][CH2:57][CH3:58].[F:30][c:31]1[c:32]([CH2:39][CH2:40][C:41](=[O:42])[O:43][CH2:44][CH3:45])[c:33]([F:38])[cH:34][c:35]([OH:37])[cH:36]1.[N:59]([C:60]([N:61]1[CH2:62][CH2:63][CH2:64][CH2:65][CH2:66]1)=[O:67])=[N:68][C:69]([N:70]1[CH2:71][CH2:72][CH2:73][CH2:74][CH2:75]1)=[O:76].[O:77]1[CH2:78][CH2:79][CH2:80][CH2:81]1.[c:1]1([CH2:7][CH2:8][N:9]([c:10]2[s:11][cH:12][c:13](-[c:15]3[cH:16][cH:17][cH:18][cH:19][cH:20]3)[n:14]2)[CH2:21][c:22]2[cH:23][cH:24][c:25]([CH2:28][OH:29])[cH:26][cH:27]2)[cH:2][cH:3][cH:4][cH:5][cH:6]1>>[c:1]1([CH2:7][CH2:8][N:9]([c:10]2[s:11][cH:12][c:13](-[c:15]3[cH:16][cH:17][cH:18][cH:19][cH:20]3)[n:14]2)[CH2:21][c:22]2[cH:23][cH:24][c:25]([CH2:28][O:29][c:35]3[cH:34][c:33]([F:38])[c:32]([CH2:39][CH2:40][C:41](=[O:42])[O:43][CH2:44][CH3:45])[c:31]([F:30])[cH:36]3)[cH:26][cH:27]2)[cH:2][cH:3][cH:4][cH:5][cH:6]1. Reactants: CC(C)(C)OC(=O)N1CCc2ccc(C#N)cc2CC1, C#CCN, ClCCCl, CCO, ClCCl, [K+], [Na+], O=C([O-])O, [OH-], O, On1nnc2ccccc21. Product: C#CCNC(=O)c1ccc2c(c1)CCN(C(=O)OC(C)(C)C)CC2. Reaction SMILES: [C:1]([CH3:2])([CH3:3])([CH3:4])[O:5][C:6](=[O:7])[N:8]1[CH2:9][CH2:10][c:11]2[c:12]([cH:15][cH:16][c:17]([C:19]#[N:20])[cH:18]2)[CH2:13][CH2:14]1.[CH2:23]([C:24]#[CH:25])[NH2:26].[CH2:27]([Cl:28])[CH2:29][Cl:30].[CH3:46][CH2:47][OH:48].[Cl:50][CH2:51][Cl:52].[K+:22].[Na+:45].[O-:41][C:42]([OH:43])=[O:44].[OH-:21].[OH2:49].[OH:31][n:32]1[c:33]2[c:34]([cH:35][cH:36][cH:37][cH:38]2)[n:39][n:40]1>>[C:1]([CH3:2])([CH3:3])([CH3:4])[O:5][C:6](=[O:7])[N:8]1[CH2:9][CH2:10][c:11]2[c:12]([cH:15][cH:16][c:17]([C:19]([NH:20][CH2:23][C:24]#[CH:25])=[O:31])[cH:18]2)[CH2:13][CH2:14]1. Reactants: Cl (HCl), ClC1=C(C(=O)OC)C=C(C(=C1)Cl)C1=NC=CC=C1 (methyl 2,4-dichloro-5-(pyridin-2-yl)benzoate), solution, [Li+].[OH-] (LiOH), O (water). The solvent is industrial methylated spirit. Reaction conditions: time 3 hour. Product: ClC1=C(C(=O)O)C=C(C(=C1)Cl)C1=NC=CC=C1 (2,4-dichloro-5-(pyridin-2-yl)benzoic acid). Yield: 100.2%. RXN SMILES: [Cl:1][C:2]1[CH:11]=[C:10]([Cl:12])[C:9]([C:13]2[CH:18]=[CH:17][CH:16]=[CH:15][N:14]=2)=[CH:8][C:3]=1[C:4]([O:6]C)=[O:5].[Li+].[OH-].O.Cl>>[Cl:1][C:2]1[CH:11]=[C:10]([Cl:12])[C:9]([C:13]2[CH:18]=[CH:17][CH:16]=[CH:15][N:14]=2)=[CH:8][C:3]=1[C:4]([OH:6])=[O:5] |f:1.2|. Procedure details: To a solution of methyl 2,4-dichloro-5-(pyridin-2-yl)benzoate (Preparation 44, 3.96 g, 14 mmol) in industrial methylated spirit (60 mL) was added a 2M solution of LiOH in water (35 mL, 70 mmol) and the reaction was stirred at room temperature for 3 hours. The reaction was acidified with 2M HCl (aq) (35 mL) to afford a white precipitate that was filtered and washed with industrial methylated spirit to afford the title compound (3.76 g, quant.). The reactants are Cl (hydrochloric acid), [OH-].[Na+] (NaOH), C(N)(=N)NC(=O)NCC=1C=C(C=CC1)C=1C=NC(=NC1)N1CCN(CC1)C1=C(C=C(C(=O)OC)C=C1)Cl (methyl 4-{4-[5-(3-{[(carbamimidoylcarbamoyl)amino]methyl}phenyl)pyrimidin-2-yl]piperazin-1-yl}-3-chlorobenzoate), C1CCOC1 (THF). Run in CCO (EtOH). Conditions: time 2 hour. Product: Cl.Cl.C(N)(=N)NC(=O)NCC=1C=C(C=CC1)C=1C=NC(=NC1)N1CCN(CC1)C1=C(C=C(C(=O)O)C=C1)Cl (4-{4-[5-(3-{[(carbamimidoylcarbamoyl)amino]methyl}phenyl)pyrimidin-2-yl]piperazin-1-yl}-3-chlorobenzoic acid dihydrochloride). RXN SMILES: [OH-].[Na+].[C:3]([NH:6][C:7]([NH:9][CH2:10][C:11]1[CH:12]=[C:13]([C:17]2[CH:18]=[N:19][C:20]([N:23]3[CH2:28][CH2:27][N:26]([C:29]4[CH:38]=[CH:37][C:32]([C:33]([O:35]C)=[O:34])=[CH:31][C:30]=4[Cl:39])[CH2:25][CH2:24]3)=[N:21][CH:22]=2)[CH:14]=[CH:15][CH:16]=1)=[O:8])(=[NH:5])[NH2:4].C1COCC1.[ClH:45]>CCO>[ClH:39].[ClH:45].[C:3]([NH:6][C:7]([NH:9][CH2:10][C:11]1[CH:12]=[C:13]([C:17]2[CH:18]=[N:19][C:20]([N:23]3[CH2:24][CH2:25][N:26]([C:29]4[CH:38]=[CH:37][C:32]([C:33]([OH:35])=[O:34])=[CH:31][C:30]=4[Cl:39])[CH2:27][CH2:28]3)=[N:21][CH:22]=2)[CH:14]=[CH:15][CH:16]=1)=[O:8])(=[NH:4])[NH2:5] |f:0.1,6.7.8|. Procedure: A 1 M aqueous NaOH solution was added to a mixture of methyl 4-{4-[5-(3-{[(carbamimidoylcarbamoyl)amino]methyl}phenyl)pyrimidin-2-yl]piperazin-1-yl}-3-chlorobenzoate (208 mg), THF (2 ml), and EtOH (2 ml), followed by stirring at room temperature for 2 hours. The reaction mixture was neutralized with 1 M hydrochloric acid, and the precipitated solid was collected by filtration. A 4 M hydrogen chloride/dioxane solution (1 ml) was added to a mixture of the obtained solid and dioxane (3 ml), followe... Reactants: C#CC1CNCCN1, CCn1cc(C(=O)O)c(=O)c2cc(F)c(F)cc21, c1ccncc1. The product is C#CC1CN(c2cc3c(cc2F)c(=O)c(C(=O)O)cn3CC)CCN1. Reaction SMILES: [C:19](#[CH:20])[CH:21]1[CH2:22][NH:23][CH2:24][CH2:25][NH:26]1.[CH2:1]([CH3:2])[n:3]1[cH:4][c:5]([C:16](=[O:17])[OH:18])[c:6](=[O:15])[c:7]2[cH:8][c:9]([F:14])[c:10]([F:13])[cH:11][c:12]12.[cH:27]1[cH:28][cH:29][n:30][cH:31][cH:32]1>>[CH2:1]([CH3:2])[n:3]1[cH:4][c:5]([C:16](=[O:17])[OH:18])[c:6](=[O:15])[c:7]2[cH:8][c:9]([F:14])[c:10]([N:23]3[CH2:22][CH:21]([C:19]#[CH:20])[NH:26][CH2:25][CH2:24]3)[cH:11][c:12]12. Reactants: NC1=C(C2=C(S1)C=CC=C2)C(=O)OCC (ethyl 2-aminobenzo[b]thiophene-3-carboxylate), FC=1C=C(C=CC1[N+](=O)[O-])C (3-fluoro-4-nitrotoluene). The solvent is CS(=O)C (dimethyl sulfoxide). Product: CC=1C=CC(=C(NC2=C(C3=C(S2)C=CC=C3)C(=O)OCC)C1)[N+](=O)[O-] (ethyl 2-(5-methyl-2-nitroanilino)benzo[b]thiophene-3-carboxylate). Isolated yield 111.9%. Reaction SMILES: [NH2:1][C:2]1[S:6][C:5]2[CH:7]=[CH:8][CH:9]=[CH:10][C:4]=2[C:3]=1[C:11]([O:13][CH2:14][CH3:15])=[O:12].F[C:17]1[CH:18]=[C:19]([CH3:26])[CH:20]=[CH:21][C:22]=1[N+:23]([O-:25])=[O:24]>CS(C)=O>[CH3:26][C:19]1[CH:18]=[CH:17][C:22]([N+:23]([O-:25])=[O:24])=[C:21]([CH:20]=1)[NH:1][C:2]1[S:6][C:5]2[CH:7]=[CH:8][CH:9]=[CH:10][C:4]=2[C:3]=1[C:11]([O:13][CH2:14][CH3:15])=[O:12]. Procedure details: In the same manner as in Starting Material Synthesis Example 4 and using ethyl 2-aminobenzo[b]thiophene-3-carboxylate (3 g), 3-fluoro-4-nitrotoluene (2.1 g) and dimethyl sulfoxide (25 ml), ethyl 2-(5-methyl-2-nitroanilino)benzo[b]thiophene-3-carboxylate (5.4 g) was obtained. Without purification, in the same manner as in Starting Material Synthesis Example 19 and using 10% palladium-carbon (1.5 g), ethyl 2-(2-amino-5-methylanilino)benzo[b]thiophene-3-carboxylate (1.6 g) was obtained. The reactants are ClC=1C=C2C(C(NC2=CC1)=O)(C1=C(C=CC(=C1)C)OC)N1[C@H](C(=O)N(C)C)C[C@H](C1)OCCC#N ((4R)-1-[5-chloro-3-(2-methoxy-5-methylphenyl)-2-oxo-2,3-dihydro-1H-indol-3-yl]-4-(2-cyano ethoxy)-N,N-dimethyl-L-prolinamide), COC1=CC(=C(C=C1)S(=O)(=O)Cl)OC(F)(F)F (4-methoxy-2-(trifluoromethoxy)benzene sulfonyl chloride). The product is ClC=1C=C2C(C(N(C2=CC1)S(=O)(=O)C1=C(C=C(C=C1)OC)OC(F)(F)F)=O)(C1=C(C=CC(=C1)C)OC)N1[C@H](C(=O)N(C)C)C[C@H](C1)OCCC#N ((4R)-1-(5-chloro-3-(2-methoxy-5-methylphenyl)-1-{[4-methoxy-2-(trifluoromethoxy)phenyl]sulfonyl}-2-oxo-2,3-dihydro-1H-indol-3-yl)-4-(2-cyano ethoxy)-N,N-dimethyl-L-prolinamide). The yield is 66.2%. RXN SMILES: [Cl:1][C:2]1[CH:3]=[C:4]2[C:8](=[CH:9][CH:10]=1)[NH:7][C:6](=[O:11])[C:5]2([N:21]1[CH2:30][C@H:29]([O:31][CH2:32][CH2:33][C:34]#[N:35])[CH2:28][C@H:22]1[C:23]([N:25]([CH3:27])[CH3:26])=[O:24])[C:12]1[CH:17]=[C:16]([CH3:18])[CH:15]=[CH:14][C:13]=1[O:19][CH3:20].[CH3:36][O:37][C:38]1[CH:43]=[CH:42][C:41]([S:44](Cl)(=[O:46])=[O:45])=[C:40]([O:48][C:49]([F:52])([F:51])[F:50])[CH:39]=1>>[Cl:1][C:2]1[CH:3]=[C:4]2[C:8](=[CH:9][CH:10]=1)[N:7]([S:44]([C:41]1[CH:42]=[CH:43][C:38]([O:37][CH3:36])=[CH:39][C:40]=1[O:48][C:49]([F:50])([F:51])[F:52])(=[O:46])=[O:45])[C:6](=[O:11])[C:5]2([N:21]1[CH2:30][C@H:29]([O:31][CH2:32][CH2:33][C:34]#[N:35])[CH2:28][C@H:22]1[C:23]([N:25]([CH3:27])[CH3:26])=[O:24])[C:12]1[CH:17]=[C:16]([CH3:18])[CH:15]=[CH:14][C:13]=1[O:19][CH3:20]. Reported procedure: With 720 mg of the compound obtained in Step 143-4 and 506 mg of 4-methoxy-2-(trifluoromethoxy)benzene sulfonyl chloride as starting materials, 720 mg of the title compound (amorphous) was obtained by a similar procedure to Example 2.